From a dataset of the Open Reaction Database (ORD), a public repository of structured organic reaction records. describe an organic reaction: reactants, conditions, products, and yield Reactants: CC=1C=C(C=CC1C)N1N=C(C(=C1O)C(C)=O)C (1-(1-(3,4-dimethylphenyl)-5-hydroxy-3-methyl-1H-pyrazol-4-yl)-ethanone), COC(=O)C1=CC=C(C(=O)NN)C=C1 (4-methoxycarbonylbenzhydrazide). Yields the product CC=1C=C(C=CC1C)N1N=C(C(C1=O)=C(C)NNC(C1=CC=C(C=C1)C(=O)OC)=O)C (4-methoxycarbonylbenzoic N′-(1-(1-(3,4-dimethylphenyl)-3-methyl-5-oxo-1,5-dihydropyrazol-4-ylidene)-ethyl)-hydrazide). As a reaction SMILES: [CH3:1][C:2]1[CH:3]=[C:4]([N:9]2[C:13]([OH:14])=[C:12]([C:15](=O)[CH3:16])[C:11]([CH3:18])=[N:10]2)[CH:5]=[CH:6][C:7]=1[CH3:8].[CH3:19][O:20][C:21]([C:23]1[CH:32]=[CH:31][C:26]([C:27]([NH:29][NH2:30])=[O:28])=[CH:25][CH:24]=1)=[O:22]>>[CH3:1][C:2]1[CH:3]=[C:4]([N:9]2[C:13](=[O:14])[C:12](=[C:15]([NH:30][NH:29][C:27](=[O:28])[C:26]3[CH:25]=[CH:24][C:23]([C:21]([O:20][CH3:19])=[O:22])=[CH:32][CH:31]=3)[CH3:16])[C:11]([CH3:18])=[N:10]2)[CH:5]=[CH:6][C:7]=1[CH3:8]. Reported procedure: From 1-(1-(3,4-dimethylphenyl)-5-hydroxy-3-methyl-1H-pyrazol-4-yl)-ethanone and 4-methoxycarbonylbenzhydrazide, 53.0 mg of the desired product was obtained in the same manner as in Synthetic Example 4 as a pale yellow solid (yield 64%). Reactants: CCOC(=O)c1ccc(C(=O)O)cn1, O=S(Cl)Cl. Yields the product CCOC(=O)c1ccc(C(=O)Cl)cn1. As a reaction SMILES: [C:1](=[O:2])([O:3][CH2:4][CH3:5])[c:6]1[n:7][cH:8][c:9]([C:10](=[O:11])[OH:12])[cH:13][cH:14]1.[S:15]([Cl:16])([Cl:17])=[O:18]>>[C:1](=[O:2])([O:3][CH2:4][CH3:5])[c:6]1[n:7][cH:8][c:9]([C:10](=[O:11])[Cl:17])[cH:13][cH:14]1. RXN SMILES: [OH:1][C:2]1[CH:7]=[CH:6][N:5]([C:8]2[CH:9]=[CH:10][C:11]3[N:15]=[C:14]([CH:16]4[CH2:18][CH:17]4[C:19]([OH:22])([CH3:21])[CH3:20])[N:13]([CH3:23])[C:12]=3[CH:24]=2)[C:4](=[O:25])[CH:3]=1.[F:26][C:27]1[CH:28]=[C:29]([CH2:34]O)[CH:30]=[CH:31][C:32]=1[F:33].C(P(CCCC)CCCC)CCC.N(C(N1CCCCC1)=O)=NC(N1CCCCC1)=O>CCOC(C)=O.C1COCC1>[F:26][C:27]1[CH:28]=[C:29]([CH:30]=[CH:31][C:32]=1[F:33])[CH2:34][O:1][C:2]1[CH:7]=[CH:6][N:5]([C:8]2[CH:9]=[CH:10][C:11]3[N:15]=[C:14]([CH:16]4[CH2:18][CH:17]4[C:19]([OH:22])([CH3:20])[CH3:21])[N:13]([CH3:23])[C:12]=3[CH:24]=2)[C:4](=[O:25])[CH:3]=1. Starting materials: N(=NC(=O)N1CCCCC1)C(=O)N1CCCCC1 (1,1′-(azodicarbonyl)dipiperidine), OC1=CC(N(C=C1)C=1C=CC2=C(N(C(=N2)C2C(C2)C(C)(C)O)C)C1)=O (4-hydroxy-1-(2-((1RS,2SR)-2-(2-hydroxypropan-2-yl)cyclopropyl)-1-methyl-1H-benzimidazol-6-yl)pyridin-2(1H)-one), FC=1C=C(C=CC1F)CO ((3,4-difluorophenyl)methanol), C(CCC)P(CCCC)CCCC (tributylphosphine). Reported procedure: To a mixture of 4-hydroxy-1-(2-((1RS,2SR)-2-(2-hydroxypropan-2-yl)cyclopropyl)-1-methyl-1H-benzimidazol-6-yl)pyridin-2(1H)-one (100 mg), (3,4-difluorophenyl)methanol (0.066 ml), tributylphosphine (0.219 ml) and THF (10 ml) was added 1,1′-(azodicarbonyl)dipiperidine (223 mg), and the mixture was stirred at 60° C. for 2 h. The reaction mixture was diluted with EtOAc, and quenched with water. The organic layer was separated, washed with water and brine successively, dried over MgSO4, filtered throu... Product: FC=1C=C(COC2=CC(N(C=C2)C=2C=CC3=C(N(C(=N3)C3C(C3)C(C)(C)O)C)C2)=O)C=CC1F (4-((3,4-Difluorobenzyl)oxy)-1-(2-((1RS,2SR)-2-(2-hydroxypropan-2-yl)cyclopropyl)-1-methyl-1H-benzimidazol-6-yl)pyridin-2(1H)-one). The solvent is C1CCOC1 (THF), CCOC(=O)C (EtOAc). Run at temperature 60 celsius, time 2 hour. Starting materials: CCOC(=O)C(NC=O)=C1CCN(Cc2ccccc2)CC1, C[O-], [Na+], OCCS. The product is CCOC(=O)C(NC=O)C1(SCCO)CCN(Cc2ccccc2)CC1. As a reaction SMILES: [CH2:1]([CH3:2])[O:3][C:4]([C:5]([NH:6][CH:7]=[O:8])=[C:9]1[CH2:10][CH2:11][N:12]([CH2:15][c:16]2[cH:17][cH:18][cH:19][cH:20][cH:21]2)[CH2:13][CH2:14]1)=[O:22].[CH3:27][O-:28].[Na+:29].[SH:23][CH2:24][CH2:25][OH:26]>>[CH2:1]([CH3:2])[O:3][C:4]([CH:5]([NH:6][CH:7]=[O:8])[C:9]1([S:23][CH2:24][CH2:25][OH:26])[CH2:10][CH2:11][N:12]([CH2:15][c:16]2[cH:17][cH:18][cH:19][cH:20][cH:21]2)[CH2:13][CH2:14]1)=[O:22]. Starting materials: C(C)(C)(C)OC(=O)N1CCN(CC1)C=1N(C2=CC=CC=C2C1C=O)C1=CC=C(C=C1)C1=CC=NC=C1 (4-[3-Formyl-1-[(4-pyridin-4-yl)phenyl]-1H-indol-2-yl]-piperazine-1-carboxylic acid tert-butyl ester), FC(C(=O)O)(F)F (trifluoroacetic acid). The solvent is ClCCl (dichloromethane). Run at time 2 hour. Yields the product N1(CCNCC1)C=1N(C2=CC=CC=C2C1C=O)C1=CC=C(C=C1)C1=CC=NC=C1 (2-piperazin-1-yl-1-[(4-pyridin-4-yl)phenyl]-1H-indole-3-carboxaldehyde). The yield is 85.3%. Reaction SMILES: C(OC([N:8]1[CH2:13][CH2:12][N:11]([C:14]2[N:15]([C:25]3[CH:30]=[CH:29][C:28]([C:31]4[CH:36]=[CH:35][N:34]=[CH:33][CH:32]=4)=[CH:27][CH:26]=3)[C:16]3[C:21]([C:22]=2[CH:23]=[O:24])=[CH:20][CH:19]=[CH:18][CH:17]=3)[CH2:10][CH2:9]1)=O)(C)(C)C.FC(F)(F)C(O)=O>ClCCl>[N:11]1([C:14]2[N:15]([C:25]3[CH:26]=[CH:27][C:28]([C:31]4[CH:32]=[CH:33][N:34]=[CH:35][CH:36]=4)=[CH:29][CH:30]=3)[C:16]3[C:21]([C:22]=2[CH:23]=[O:24])=[CH:20][CH:19]=[CH:18][CH:17]=3)[CH2:10][CH2:9][NH:8][CH2:13][CH2:12]1. Procedure details: 4-[3-Formyl-1-[(4-pyridin-4-yl)phenyl]-1H-indol-2-yl]-piperazine-1-carboxylic acid tert-butyl ester (68 mg, 0.141 mmol) is dissolved in dichloromethane (1 mL), treated with trifluoroacetic acid (2 mL) and stirred for 2 hr at room temperature. The solvent is removed, the resulting oil is dissolved in water, made basic to pH around 7˜8 with 20% aq sodium hydroxide and extracted with dichloromethane. The combined organic layer is washed with brine and dried over sodium sulfate, filtered and concent... Reactants: C1=CC=C(C=C1)P(C2=CC=CC=C2)C3=CC=CC=C3 (PPh3), N1CCOCC1 (morpholine), RuCl3, O (H2O). Yields the product OCCN1CCOCC1 (hydroxyethylmorpholine), O1CCN(CC1)C(C)N1CCOCC1 (bismorpholinoethane). Isolated yield 87.0%. RXN SMILES: [OH2:1].C1C=CC(P([C:15]2[CH:20]=CC=CC=2)C2C=CC=CC=2)=CC=1.[NH:21]1[CH2:26][CH2:25][O:24][CH2:23][CH2:22]1>>[OH:24][CH2:25][CH2:26][N:21]1[CH2:15][CH2:20][O:1][CH2:23][CH2:22]1.[O:24]1[CH2:25][CH2:26][N:21]([CH:22]([N:21]2[CH2:15][CH2:20][O:1][CH2:25][CH2:26]2)[CH3:23])[CH2:22][CH2:23]1. Procedure: The procedure of Example 1 was repeated using a catalyst system consisting of 39 mg RuCl3 ×H2O (43.1% Ru, 1.7×10-4 mol Ru) and 226 mg PPh3 (8.6×10-4 mol). In this run, the maximum reaction pressure was 71 psig which, on cooling to room temperature. dropped to 27 psig. Analysis of reaction products showed 100% conversion of morpholine with yields of hydroxyethylmorpholine and bismorpholinoethane being 87% and 7%, respectively. The reactants are ClCCl (dichloromethane), BrC1=CC=C(C=C1)Br (1,4-dibromobenzene), FC1=NC(=CC=C1B(O)O)OCCCCCCCC (2-fluoro-6-octyloxypyridin-3-boronic acid), C([O-])([O-])=O.[Na+].[Na+] (sodium carbonate). Reagents/catalysts: C=1C=CC(=CC1)[P](C=2C=CC=CC2)(C=3C=CC=CC3)[Pd]([P](C=4C=CC=CC4)(C=5C=CC=CC5)C=6C=CC=CC6)([P](C=7C=CC=CC7)(C=8C=CC=CC8)C=9C=CC=CC9)[P](C=1C=CC=CC1)(C=1C=CC=CC1)C=1C=CC=CC1 (tetrakis(triphenylphosphine)palladium(0)). The solvent is O (water), C1=CC=CC=C1 (benzene), C(C)O (ethanol), O (water). Product: FC1=NC(=CC=C1C1=CC=C(C=C1)C=1C(=NC(=CC1)OCCCCCCCC)F)OCCCCCCCC (1,4-di(2-fluoro-6-octyloxypyridine-3-yl)benzene). The yield is 79.8%. RXN SMILES: Br[C:2]1[CH:7]=[CH:6][C:5](Br)=[CH:4][CH:3]=1.[F:9][C:10]1[C:15](B(O)O)=[CH:14][CH:13]=[C:12]([O:19][CH2:20][CH2:21][CH2:22][CH2:23][CH2:24][CH2:25][CH2:26][CH3:27])[N:11]=1.[C:28](=[O:31])([O-])[O-].[Na+].[Na+].ClCCl>C1C=CC=CC=1.C(O)C.O.C1C=CC([P]([Pd]([P](C2C=CC=CC=2)(C2C=CC=CC=2)C2C=CC=CC=2)([P](C2C=CC=CC=2)(C2C=CC=CC=2)C2C=CC=CC=2)[P](C2C=CC=CC=2)(C2C=CC=CC=2)C2C=CC=CC=2)(C2C=CC=CC=2)C2C=CC=CC=2)=CC=1>[F:9][C:10]1[C:15]([C:2]2[CH:7]=[CH:6][C:5]([C:15]3[C:10]([F:9])=[N:11][C:12]([O:31][CH2:28][CH2:26][CH2:25][CH2:24][CH2:23][CH2:22][CH2:21][CH3:20])=[CH:13][CH:14]=3)=[CH:4][CH:3]=2)=[CH:14][CH:13]=[C:12]([O:19][CH2:20][CH2:21][CH2:22][CH2:23][CH2:24][CH2:25][CH2:26][CH3:27])[N:11]=1 |f:2.3.4,^1:50,52,71,90|. Procedure details: 0.87 g (3.7 mmol) of 1,4-dibromobenzene, 2.00 g (7.4 mmol) of 2-fluoro-6-octyloxypyridin-3-boronic acid (prepared as described in Example 5), 0.56 g (0.46 mmol) of tetrakis(triphenylphosphine)palladium(0) and 5 g (46.1 mmol) of sodium carbonate in 50 ml of benzene, 35 ml of ethanol and 20 ml of water are refluxed for 18 hours. After distributing the reaction mixture between water and dichloromethane, the organic phase is washed with sodium chloride solution, dried over sodium sulfate, filtered a...